Dataset: the Open Reaction Database (ORD), a public repository of structured organic reaction records. Task: describe an organic reaction: reactants, conditions, products, and yield The reactants are N1C=NC=C1 (imidazole), [Si](C)(C)(C(C)(C)C)Cl (tert-butyldimethylsilyl chloride), ClC=1C(=NC=C(C1)C#N)N1[C@@H](C[C@H](C1)O)C(=O)OC (methyl (2S,4R)-1-(3-chloro-5-cyanopyridin-2-yl)-4-hydroxypyrrolidine-2-carboxylate), N1C=NC=C1 (imidazole), [Si](C)(C)(C(C)(C)C)Cl (tert-butyl dimethylsilylchloride). Solvent: CCOC(=O)C (EtOAc), CN(C)C=O (DMF). Conditions: time 18 hour. Product: [Si](C)(C)(C(C)(C)C)O[C@@H]1C[C@H](N(C1)C1=NC=C(C=C1Cl)C#N)C(=O)OC (methyl (2S,4R)-4-(tert-butyldimethylsilyloxy)-1-(3-chloro-5-cyanopyridin-2-yl)pyrrolidine-2-carboxylate). Yield: 81.8%. Reaction SMILES: [Cl:1][C:2]1[C:3]([N:10]2[CH2:14][C@H:13]([OH:15])[CH2:12][C@H:11]2[C:16]([O:18][CH3:19])=[O:17])=[N:4][CH:5]=[C:6]([C:8]#[N:9])[CH:7]=1.N1C=CN=C1.[Si:25](Cl)([C:28]([CH3:31])([CH3:30])[CH3:29])([CH3:27])[CH3:26]>CN(C=O)C.CCOC(C)=O>[Si:25]([O:15][C@H:13]1[CH2:14][N:10]([C:3]2[C:2]([Cl:1])=[CH:7][C:6]([C:8]#[N:9])=[CH:5][N:4]=2)[C@H:11]([C:16]([O:18][CH3:19])=[O:17])[CH2:12]1)([C:28]([CH3:31])([CH3:30])[CH3:29])([CH3:27])[CH3:26]. Reported procedure: To a solution of methyl (2S,4R)-1-(3-chloro-5-cyanopyridin-2-yl)-4-hydroxypyrrolidine-2-carboxylate (0.270 g; 0.96 mmol) and imidazole (0.098 g; 1.44 mmol) in DMF (3 mL) was added tert-butyl dimethylsilylchloride (0.159 g; 1.05 mmol). The reaction mixture was stirred at ambient temperature for 18 hours. Further imidazole (0.049 g; 0.72 mmol) and tert-butyldimethylsilyl chloride (0.080 g; 0.53 mmol) was added and the reaction stirred at ambient temperature for 3 hours. The reaction mixture was di... Starting materials: C(=O)([O-])C(O)C(O)C(=O)[O-].[Na+].[K+] (potassium sodium tartrate), [H-].[Al+3].[Li+].[H-].[H-].[H-] (lithium aluminum hydride), C(C)(=O)OCC (Ethyl acetate), C(C)OC(=O)C1=C(N=C(S1)C)C (ethyl-2,4-dimethylthiazole-5-carboxylate). The solvent is C(C)OCC (diethyl ether). Run at temperature 0 celsius, time 10 minute. Product: CC=1SC(=C(N1)C)CO (2,4-dimethylthiazole-5-methanol). The yield is 87.9%. RXN SMILES: [H-].[Al+3].[Li+].[H-].[H-].[H-].C([O:9][C:10]([C:12]1[S:16][C:15]([CH3:17])=[N:14][C:13]=1[CH3:18])=O)C.C(OCC)(=O)C.C(C(C(C([O-])=O)O)O)([O-])=O.[Na+].[K+]>C(OCC)C>[CH3:17][C:15]1[S:16][C:12]([CH2:10][OH:9])=[C:13]([CH3:18])[N:14]=1 |f:0.1.2.3.4.5,8.9.10|. Procedure details: To a suspension of lithium aluminum hydride (563 mg, 14.8 mmol) in diethyl ether (25 mL) at 0° C. was added ethyl-2,4-dimethylthiazole-5-carboxylate (2.5 g, 13.5 mmol) in three portions. The reaction mixture was allowed to stir at 0° C. for 10 min, then at room temperature for 24 h. Ethyl acetate (65 mL) was added very slowly dropwise at 0° C. The reaction mixture was then added slowly to an aqueous solution of potassium sodium tartrate (30% w/v; 20 mL) and stirred for 2 h. The layers were separ... Product: N1(N=CN=C1)C=1N=C(C2=C(N1)SC1=C2CCCC1)NCC1=CC(=C(C=C1)Cl)Cl (2-(1,2,4-triazol-1-yl)-5,6,7,8-tetrahydro-4-(3,4-dichlorobenzylamino)-[1]-benzothieno-[2,3-d]-pyrimidine). Reactants: N1N=CN=C1 (1,2,4-triazole), ClC=1N=C(C2=C(N1)SC1=C2CCCC1)NCC1=CC(=C(C=C1)Cl)Cl (2-chloro-5,6,7,8-tetrahydro-4-(3,4-dichlorobenzylamino)-[1]-benzothieno-[2,3-d]-pyrimidine). RXN SMILES: [NH:1]1[CH:5]=[N:4][CH:3]=[N:2]1.Cl[C:7]1[N:8]=[C:9]([NH:20][CH2:21][C:22]2[CH:27]=[CH:26][C:25]([Cl:28])=[C:24]([Cl:29])[CH:23]=2)[C:10]2[C:15]3[CH2:16][CH2:17][CH2:18][CH2:19][C:14]=3[S:13][C:11]=2[N:12]=1>>[N:1]1([C:7]2[N:8]=[C:9]([NH:20][CH2:21][C:22]3[CH:27]=[CH:26][C:25]([Cl:28])=[C:24]([Cl:29])[CH:23]=3)[C:10]3[C:15]4[CH2:16][CH2:17][CH2:18][CH2:19][C:14]=4[S:13][C:11]=3[N:12]=2)[CH:5]=[N:4][CH:3]=[N:2]1. Reported procedure: Following the procedure of Example 97, the reaction of 1,2,4-triazole with 2-chloro-5,6,7,8-tetrahydro-4-(3,4-dichlorobenzylamino)-[1]-benzothieno-[2,3-d]-pyrimidine gives 2-(1,2,4-triazol-1-yl)-5,6,7,8-tetrahydro-4-(3,4-dichlorobenzylamino)-[1]-benzothieno-[2,3-d]-pyrimidine. Starting materials: CC1(COC(OC1)C(C)[C@H]1CC[C@H]2[C@@H]3[C@@H](C=C4C[C@H](C[C@@H]([C@]4(C)[C@H]3CC[C@]12C)OCOC)O[Si](C)(C)C(C)(C)C)OC(=O)OC)C (20-(5,5-dimethyl-1,3-dioxan-2-yl)-3β-(tert-butyldimethylsilyl)oxy-1α-(methoxymethyl)oxy-7α-(methoxycarbonyl)oxypregn-5-ene), CC1(COC(OC1)C(C)[C@H]1CC[C@H]2[C@@H]3[C@@H](C=C4C[C@H](C[C@@H]([C@]4(C)[C@H]3CC[C@]12C)OC(=O)OC)OC(=O)OC)OC(=O)OC)C (20-(5,5-dimethyl-1,3-dioxan-2-yl)-1α,3β,7α-tris(methoxycarbonyloxy)pregn-5-ene). Yields the product CC1(COC(OC1)C(C)[C@H]1CC[C@H]2[C@@H]3[C@@H](C=C4C[C@H](C[C@@H]([C@]4(C)[C@H]3CC[C@]12C)OCOC)O[Si](C)(C)C(C)(C)C)O)C (20-(5,5-dimethyl-1,3-dioxan-2-yl)-3β-(tert-butyldimethylsilyl)oxy-1α-(methoxymethyl)oxypregn-5-en-7α-ol). Yield: 59.3%. RXN SMILES: [CH3:1][C:2]1([CH3:46])[CH2:7][O:6][CH:5]([CH:8]([C@@H:10]2[C@:27]3([CH3:28])[C@H:13]([C@H:14]4[C@H:24]([CH2:25][CH2:26]3)[C@:22]3([CH3:23])[C:17]([CH2:18][C@@H:19]([O:33][Si:34]([C:37]([CH3:40])([CH3:39])[CH3:38])([CH3:36])[CH3:35])[CH2:20][C@@H:21]3[O:29][CH2:30][O:31][CH3:32])=[CH:16][C@H:15]4[O:41]C(OC)=O)[CH2:12][CH2:11]2)[CH3:9])[O:4][CH2:3]1.CC1(C)COC(C([C@@H]2[C@]3(C)[C@H]([C@H]4[C@H](CC3)[C@]3(C)C(C[C@@H](OC(OC)=O)C[C@@H]3OC(OC)=O)=C[C@H]4OC(OC)=O)CC2)C)OC1>>[CH3:46][C:2]1([CH3:1])[CH2:3][O:4][CH:5]([CH:8]([C@@H:10]2[C@:27]3([CH3:28])[C@H:13]([C@H:14]4[C@H:24]([CH2:25][CH2:26]3)[C@:22]3([CH3:23])[C:17]([CH2:18][C@@H:19]([O:33][Si:34]([C:37]([CH3:40])([CH3:39])[CH3:38])([CH3:35])[CH3:36])[CH2:20][C@@H:21]3[O:29][CH2:30][O:31][CH3:32])=[CH:16][C@H:15]4[OH:41])[CH2:12][CH2:11]2)[CH3:9])[O:6][CH2:7]1. Reported procedure: The reaction and workup procedures of Example 140 were repeated except that 120 mg of 20-(5,5-dimethyl-1,3-dioxan-2-yl)-3β-(tert-butyldimethylsilyl)oxy-1α-(methoxymethyl)oxy-7α-(methoxycarbonyl)oxypregn-5-ene was used in lieu of 100 mg of 20-(5,5-dimethyl-1,3-dioxan-2-yl)-1α,3β,7α-tris(methoxycarbonyloxy)pregn-5-ene to give 65 mg of 20-(5,5-dimethyl-1,3-dioxan-2-yl)-3β-(tert-butyldimethylsilyl)oxy-1α-(methoxymethyl)oxypregn-5-en-7α-ol showing the following physical properties.